From a dataset of the Open Reaction Database (ORD), a public repository of structured organic reaction records. describe an organic reaction: reactants, conditions, products, and yield Yield: 63.0%. Reaction SMILES: C([O:3][C:4]([C:6]1([NH:16][C:17](=[O:29])[C:18]2[CH:23]=[CH:22][CH:21]=[C:20]([CH3:24])[C:19]=2[CH:25]=[C:26]([CH3:28])[CH3:27])[CH2:14][C:13]2[C:8](=[CH:9][CH:10]=[C:11]([Cl:15])[CH:12]=2)[CH2:7]1)=[O:5])C.[OH-].[K+]>CCO>[Cl:15][C:11]1[CH:12]=[C:13]2[C:8](=[CH:9][CH:10]=1)[CH2:7][C:6]([NH:16][C:17](=[O:29])[C:18]1[CH:23]=[CH:22][CH:21]=[C:20]([CH3:24])[C:19]=1[CH:25]=[C:26]([CH3:27])[CH3:28])([C:4]([OH:5])=[O:3])[CH2:14]2 |f:1.2|. Reactants: C(C)OC(=O)C1(CC2=CC=C(C=C2C1)Cl)NC(C1=C(C(=CC=C1)C)C=C(C)C)=O (5-Chloro-2-[3-methyl-2-(2-methyl-propenyl)-benzoylamino]-indan-2-carboxylic acid ethyl ester), [OH-].[K+] (KOH). Reported procedure: 5-Chloro-2-[3-methyl-2-(2-methyl-propenyl)-benzoylamino]-indan-2-carboxylic acid ethyl ester (394) (120 mg, 0.3 mmol) is dissolved in EtOH (20 mL) and set to stir at RT. To this solution is added 5M KOH (2 mL). The reaction mixture is stirred at RT overnight. After concentration in vacuo, the resulting residue is dissolved in water (20 mL) and washed with EtOAc (20 mL). The phases are separated and the aqueous phase is acidified with concentrated HCl to pH 2. The aqueous phase is washed with 100... Solvent: CCO (EtOH). Product: ClC=1C=C2CC(CC2=CC1)(C(=O)O)NC(C1=C(C(=CC=C1)C)C=C(C)C)=O (5-Chloro-2-[3-methyl-2-(2-methyl-propenyl)-benzoylamino]-indan-2-carboxylic acid), solid. Starting materials: Brc1cncnc1, C1CCOC1, CC1(C)OB(c2cccc3[nH]ccc23)OC1(C)C, [Na+], [OH-], [Pd]. Yields the product c1cc(-c2cncnc2)c2cc[nH]c2c1. Reaction SMILES: [Br:21][c:22]1[cH:23][n:24][cH:25][n:26][cH:27]1.[CH2:29]1[O:30][CH2:31][CH2:32][CH2:33]1.[CH3:3][C:4]1([CH3:5])[C:6]([CH3:7])([CH3:8])[O:9][B:10]([c:11]2[c:12]3[cH:13][cH:14][nH:15][c:16]3[cH:17][cH:18][cH:19]2)[O:20]1.[Na+:2].[OH-:1].[Pd:28]>>[c:11]1(-[c:22]2[cH:23][n:24][cH:25][n:26][cH:27]2)[c:12]2[cH:13][cH:14][nH:15][c:16]2[cH:17][cH:18][cH:19]1.